Dataset: the Open Reaction Database (ORD), a public repository of structured organic reaction records. Task: describe an organic reaction: reactants, conditions, products, and yield The product is C(C)C1=C(C(=CC=C1)C)NC(=O)C1=C(OC(=CC1=O)C)C (N-(2-Ethyl-6-methylphenyl)-2,6-dimethyl-4-oxo-4H-pyran-3-carboxamide). The yield is 58.0%. The reactants are C(C)C1=C(C(=CC=C1)C)NC(CC(C)=O)=O (N-(2-ethyl-6-methylphenyl)-3-oxo-butanamide), CN(N)C (N,N-dimethylhydrazine). Reaction SMILES: [CH2:1]([C:3]1[CH:8]=[CH:7][CH:6]=[C:5]([CH3:9])[C:4]=1[NH:10][C:11](=[O:16])[CH2:12][C:13](=[O:15])[CH3:14])[CH3:2].CN(C)N>>[CH2:1]([C:3]1[CH:8]=[CH:7][CH:6]=[C:5]([CH3:9])[C:4]=1[NH:10][C:11]([C:12]1[C:11](=[O:16])[CH:12]=[C:13]([CH3:14])[O:15][C:13]=1[CH3:14])=[O:16])[CH3:2]. Reported procedure: The title compound was prepared from N-(2-ethyl-6-methylphenyl)-3-oxo-butanamide and N,N-dimethylhydrazine in a manner similar to the method described in Example 2. (Yield: 58%). The reactants are NC1=CC(=C(C(=O)OC)C=C1)[N+](=O)[O-] (methyl 4-amino-2-nitrobenzoate), ClCCCS(=O)(=O)Cl (3-chloropropane-1-sulfonyl chloride). Yields the product O=S1(N(CCC1)C1=CC(=C(C(=O)O)C=C1)[N+](=O)[O-])=O (4-(1,1-dioxo-1λ6-isothiazolidin-2-yl)-2-nitrobenzoic acid). As a reaction SMILES: [NH2:1][C:2]1[CH:11]=[CH:10][C:5]([C:6]([O:8]C)=[O:7])=[C:4]([N+:12]([O-:14])=[O:13])[CH:3]=1.Cl[CH2:16][CH2:17][CH2:18][S:19](Cl)(=[O:21])=[O:20]>>[O:20]=[S:19]1(=[O:21])[CH2:18][CH2:17][CH2:16][N:1]1[C:2]1[CH:11]=[CH:10][C:5]([C:6]([OH:8])=[O:7])=[C:4]([N+:12]([O-:14])=[O:13])[CH:3]=1. Reported procedure: Using methyl 4-amino-2-nitrobenzoate (750 mg) and 3-chloropropane-1-sulfonyl chloride (0.61 mL) and by the reaction and treatment in the same manner as in Preparation Example 16, the title compound (967 mg) was obtained.